Dataset: the Open Reaction Database (ORD), a public repository of structured organic reaction records. Task: describe an organic reaction: reactants, conditions, products, and yield The reactants are FC=1C=C(C(=O)O)C=CC1F (3,4-difluorobenzoic acid), CC1(OCCO1)C1=CC=C(OC2=CC=C(C=N2)N)C=C1 (6-[4-(2-methyl-1,3-dioxolane-2-yl)phenoxy]-3-pyridinylamine). The product is NC=1C=CC(=NC1)OC1=C2CCC(C2=CC=C1)=O (4-[(5-amino-2-pyridinyl)oxy]-1-indanone). RXN SMILES: FC1[CH:3]=[C:4](C=CC=1F)[C:5](O)=[O:6].CC1([C:18]2[CH:31]=[CH:30][C:21]([O:22][C:23]3[N:28]=[CH:27][C:26]([NH2:29])=[CH:25][CH:24]=3)=[CH:20][CH:19]=2)OCCO1>>[NH2:29][C:26]1[CH:25]=[CH:24][C:23]([O:22][C:21]2[CH:20]=[CH:19][CH:18]=[C:31]3[C:30]=2[CH2:3][CH2:4][C:5]3=[O:6])=[N:28][CH:27]=1. Procedure: According to the same manner as that described in Example 1 except for using an equimolar amount of 3,4-difluorobenzoic acid in place of 3,4-dichlorobenzoic acid and using an equimolar amount of 6-[4-(2-methyl-1,3-dioxolane-2-yl)phenoxy]-3-pyridinylamine obtained in Reference Example 35 in place of 4-[(5-amino-2-pyridinyl)oxy]-1-indanone, the reaction was carried out to obtain the titled compound. Starting materials: ClCC1=C(C=CC=C1C(F)(F)F)OC (2-(chloromethyl)-1-methoxy-3-(trifluoromethyl)benzene), ( M ). Reagents/catalysts: [C].[Pd] (Palladium carbon). The solvent is CO (methanol). Conditions: temperature 30 celsius, time 8 hour. Product: COC1=C(C(=CC=C1)C(F)(F)F)C (1-methoxy-2-methyl-3-(trifluoromethyl)benzene). As a reaction SMILES: Cl[CH2:2][C:3]1[C:8]([C:9]([F:12])([F:11])[F:10])=[CH:7][CH:6]=[CH:5][C:4]=1[O:13][CH3:14]>[C].[Pd].CO>[CH3:14][O:13][C:4]1[CH:5]=[CH:6][CH:7]=[C:8]([C:9]([F:10])([F:11])[F:12])[C:3]=1[CH3:2] |f:1.2|. Procedure details: Into a 50-mL round-bottom flask, was placed 2-(chloromethyl)-1-methoxy-3-(trifluoromethyl)benzene (1.09 g, 4.85 mmol, 1.00 equiv), methanol (20 mL), Palladium carbon (1.50 g). The mixture was subjected to 2 atm of H2. The resulting solution was stirred overnight at 30° C. The reaction progress was monitored by GCMS. The solids were filtered out. The 30 mL H2O was added to the solution. The resulting solution was extracted with 3×50 mL of pentane and the organic layers combined and dried over anh... Starting materials: C(C)(C)(C)OC(=O)N1CC=2N(CC1)N=CC2C(NC2=CC(=CC=C2)CNC2=NC=NC1=C(C=CC=C21)C(N)=O)=O (3-{3-[(8-Carbamoyl-quinazolin-4-ylamino)-methyl]-phenylcarbamoyl}-6,7-dihydro-4H-pyrazolo[1,5-a]pyrazine-5-carboxylic acid tert-butyl ester), Cl (HCl). Solvent: O1CCOCC1 (dioxane), O1CCOCC1 (dioxane). Conditions: time 8 hour. Yields the product N1=CC(=C2N1CCNC2)C(=O)NC=2C=C(CNC1=NC=NC3=C(C=CC=C13)C(=O)N)C=CC2 (4-{3-[(4,5,6,7-Tetrahydro-pyrazolo[1,5-a]pyrazine-3-carbonyl)-amino]-benzylamino}-quinazoline-8-carboxylic acid amide). RXN SMILES: C(OC([N:8]1[CH2:13][CH2:12][N:11]2[N:14]=[CH:15][C:16]([C:17](=[O:40])[NH:18][C:19]3[CH:24]=[CH:23][CH:22]=[C:21]([CH2:25][NH:26][C:27]4[C:36]5[C:31](=[C:32]([C:37](=[O:39])[NH2:38])[CH:33]=[CH:34][CH:35]=5)[N:30]=[CH:29][N:28]=4)[CH:20]=3)=[C:10]2[CH2:9]1)=O)(C)(C)C.Cl>O1CCOCC1>[N:14]1[N:11]2[CH2:12][CH2:13][NH:8][CH2:9][C:10]2=[C:16]([C:17]([NH:18][C:19]2[CH:20]=[C:21]([CH:22]=[CH:23][CH:24]=2)[CH2:25][NH:26][C:27]2[C:36]3[C:31](=[C:32]([C:37]([NH2:38])=[O:39])[CH:33]=[CH:34][CH:35]=3)[N:30]=[CH:29][N:28]=2)=[O:40])[CH:15]=1. Procedure: 37 mg (0.56 mmol) 3-{3-[(8-Carbamoyl-quinazolin-4-ylamino)-methyl]-phenylcarbamoyl}-6,7-dihydro-4H-pyrazolo[1,5-a]pyrazine-5-carboxylic acid tert-butyl ester were dissolved in 1.5 ml dioxane and 280 μl 4 N HCl in dioxane were added. The mixture was stirred overnight and evaporated to dryness. Reactants: COC(C1=CC(=CC=C1)CNC(=O)C=1C=2C=NN(C2C=CC1)C1=CC=C(C=C1)F)=O (3-({[1-(4-fluoro-phenyl)-1H-indazole-4-carbonyl]-amino}-methyl)-benzoic acid methyl ester), solution, [OH-].[Na+] (sodium hydroxide). The solvent is C(C)O (ethanol). Run at temperature 80 celsius. Yields the product FC1=CC=C(C=C1)N1N=CC=2C(=CC=CC12)C(=O)NCC=1C=C(C(=O)O)C=CC1 (3-({[1-(4-Fluoro-phenyl)-1H-indazole-4-carbonyl]-amino}-methyl)-benzoic acid). Reaction SMILES: C[O:2][C:3](=[O:30])[C:4]1[CH:9]=[CH:8][CH:7]=[C:6]([CH2:10][NH:11][C:12]([C:14]2[C:15]3[CH:16]=[N:17][N:18]([C:23]4[CH:28]=[CH:27][C:26]([F:29])=[CH:25][CH:24]=4)[C:19]=3[CH:20]=[CH:21][CH:22]=2)=[O:13])[CH:5]=1.[OH-].[Na+]>C(O)C>[F:29][C:26]1[CH:27]=[CH:28][C:23]([N:18]2[C:19]3[CH:20]=[CH:21][CH:22]=[C:14]([C:12]([NH:11][CH2:10][C:6]4[CH:5]=[C:4]([CH:9]=[CH:8][CH:7]=4)[C:3]([OH:30])=[O:2])=[O:13])[C:15]=3[CH:16]=[N:17]2)=[CH:24][CH:25]=1 |f:1.2|. Procedure: To a solution of 3-({[1-(4-fluoro-phenyl)-1H-indazole-4-carbonyl]-amino}-methyl)-benzoic acid methyl ester (430 mg, 1.0 mmol) in ethanol (15 mL) was added a 2 N solution of aqueous sodium hydroxide (3.0 mL, 6.0 mmol). The mixture was heated at 80° C. for 4 hours. The mixture was cooled and concentrated in vacuo to remove the ethanol and then added to a solution of 1 N aqueous HCl (30 mL). The white precipitate was collected by filtration and dried to afford the title compound as a white solid. Yields the product ClC=1C(=C(C(=C(C1)C(C)NC1=C2N=CN(C2=NC=N1)C1OCCCC1)OC)C1OC1)C (N-[1-(5-Chloro-2-methoxy-4-methyl-3-oxiran-2-ylphenyl)ethyl]-9-(tetrahydro-2H-pyran-2-yl)-9H-purin-6-amine). Reactants: ClC=1C(=C(C(=C(C1)C(C)NC1=C2N=CN(C2=NC=N1)C1OCCCC1)OC)C=C)C (N-[1-(5-chloro-2-methoxy-4-methyl-3-vinylphenyl)ethyl]-9-(tetrahydro-2H-pyran-2-yl)-9H-purin-6-amine), ClC1=CC(=CC=C1)C(=O)OO (m-chloroperbenzoic acid). Reaction SMILES: [Cl:1][C:2]1[C:3]([CH3:30])=[C:4]([CH:28]=[CH2:29])[C:5]([O:26][CH3:27])=[C:6]([CH:8]([NH:10][C:11]2[N:19]=[CH:18][N:17]=[C:16]3[C:12]=2[N:13]=[CH:14][N:15]3[CH:20]2[CH2:25][CH2:24][CH2:23][CH2:22][O:21]2)[CH3:9])[CH:7]=1.ClC1C=CC=C(C(OO)=[O:39])C=1>C(Cl)Cl>[Cl:1][C:2]1[C:3]([CH3:30])=[C:4]([CH:28]2[CH2:29][O:39]2)[C:5]([O:26][CH3:27])=[C:6]([CH:8]([NH:10][C:11]2[N:19]=[CH:18][N:17]=[C:16]3[C:12]=2[N:13]=[CH:14][N:15]3[CH:20]2[CH2:25][CH2:24][CH2:23][CH2:22][O:21]2)[CH3:9])[CH:7]=1. Procedure: N-[1-(5-chloro-2-methoxy-4-methyl-3-vinylphenyl)ethyl]-9-(tetrahydro-2H-pyran-2-yl)-9H-purin-6-amine (740 mg, 1.7 mmol) was stirred in methylene chloride (5.7 mL) and m-chloroperbenzoic acid (2.1 g, 8.7 mmol) was added. The mixture was stirred overnight. The suspension was filtered and the solids were washed with dichloromethane. Evaporation of the filtrates gave the desired compound. Conditions: time 8 hour. Run in C(Cl)Cl (methylene chloride). As a reaction SMILES: [CH2:33]1[O:34][CH2:35][CH2:36][CH2:37]1.[CH3:2][Si:3]([N-:4][Si:5]([CH3:6])([CH3:7])[CH3:8])([CH3:9])[CH3:10].[Cl:25][C:26]([C:27]([Cl:28])([Cl:29])[Cl:30])([Cl:31])[Cl:32].[F:11][c:12]1[c:13]([C:14]#[N:15])[cH:16][cH:17][c:18](-[c:20]2[cH:21][n:22][cH:23][o:24]2)[cH:19]1.[Li+:1]>>[F:11][c:12]1[c:13]([C:14]#[N:15])[cH:16][cH:17][c:18](-[c:20]2[cH:21][n:22][c:23]([Cl:25])[o:24]2)[cH:19]1. Yields the product N#Cc1ccc(-c2cnc(Cl)o2)cc1F. The reactants are C1CCOC1, C[Si](C)(C)[N-][Si](C)(C)C, ClC(Cl)(Cl)C(Cl)(Cl)Cl, N#Cc1ccc(-c2cnco2)cc1F, [Li+]. Starting materials: OC(=O)C(F)(F)F.N1(CCNCC1)CC=1N=NC=2C(N1)=C(N=C(N2)N)N (3-Piperazin-1-ylmethyl-pyrimido[5,4-e][1,2,4]triazine-5,7-diamine TFA salt), FC(C=1C=C(CBr)C=CC1)(F)F (m-trifluoromethylbenzyl bromide), CC#N.O (CH3CN H2O), C([O-])([O-])=O.[K+].[K+] (potassium carbonate). Solvent: CN(C)C=O (DMF). Conditions: time 24 hour. Yields the product FC(C=1C=C(CN2CCN(CC2)CC=2N=NC=3C(N2)=C(N=C(N3)N)N)C=CC1)(F)F (3-[4-(3-Trifluoromethyl-benzyl)-piperazin-1-ylmethyl]-pyrimido[5,4-e][1,2,4]triazine-5,7-diamine). Yield: 38.7%. As a reaction SMILES: OC(C(F)(F)F)=O.[N:8]1([CH2:14][C:15]2[N:16]=[N:17][C:18]3[C:19](=[C:21]([NH2:26])[N:22]=[C:23]([NH2:25])[N:24]=3)[N:20]=2)[CH2:13][CH2:12][NH:11][CH2:10][CH2:9]1.[F:27][C:28]([F:38])([F:37])[C:29]1[CH:30]=[C:31]([CH:34]=[CH:35][CH:36]=1)[CH2:32]Br.C(=O)([O-])[O-].[K+].[K+].CC#N.O>CN(C=O)C>[F:27][C:28]([F:37])([F:38])[C:29]1[CH:30]=[C:31]([CH:34]=[CH:35][CH:36]=1)[CH2:32][N:11]1[CH2:12][CH2:13][N:8]([CH2:14][C:15]2[N:16]=[N:17][C:18]3[C:19](=[C:21]([NH2:26])[N:22]=[C:23]([NH2:25])[N:24]=3)[N:20]=2)[CH2:9][CH2:10]1 |f:0.1,3.4.5,6.7|. Reported procedure: To a stirred solution of 3-Piperazin-1-ylmethyl-pyrimido[5,4-e][1,2,4]triazine-5,7-diamine TFA salt 5 (50 mg; 0.08 mmol; prepared in EXAMPLE 4) in dry DMF (1.0 mL) was added m-trifluoromethylbenzyl bromide (0.021 mL; 0.14 mmol) followed by potassium carbonate (55 mg; 0.40 mmol). The mixture was allowed to stir for 24 h at room temperature then taken up into CH3CN/H2O/0.1% TFA. The mixture was purified by reverse phase HPLC (Rainin C18, 0% CH3CN to 50% CH3CN gradient, CH3CN/H2O, 0.1% TFA) and the...